Dataset: the Open Reaction Database (ORD), a public repository of structured organic reaction records. Task: describe an organic reaction: reactants, conditions, products, and yield Yields the product CC(=O)OC(C)c1nccc(Cl)n1. The reactants are CC(=O)OC(C)c1nccc(=O)[nH]1, O=P(Cl)(Cl)Cl. Reaction SMILES: [C:1]([CH3:2])(=[O:3])[O:4][CH:5]([CH3:6])[c:7]1[n:8][cH:9][cH:10][c:11](=[O:13])[nH:12]1.[P:14]([Cl:15])([Cl:16])([Cl:17])=[O:18]>>[C:1]([CH3:2])(=[O:3])[O:4][CH:5]([CH3:6])[c:7]1[n:8][cH:9][cH:10][c:11]([Cl:16])[n:12]1. The reactants are COc1ccc(C2CCOCC2)c2sc(N)nc12, COc1ccc(C2CCOCC2)c2sc(NC(=O)CC3CCOCC3)nc12, O=C(O)CC1CCC(O)CC1. Yields the product COc1ccc(C2CCOCC2)c2sc(NC(=O)CC3CCC(O)CC3)nc12. Reaction SMILES: [CH3:1][O:2][c:3]1[cH:4][cH:5][c:6]([CH:13]2[CH2:14][CH2:15][O:16][CH2:17][CH2:18]2)[c:7]2[c:8]1[n:9][c:10]([NH2:12])[s:11]2.[CH3:30][O:31][c:32]1[c:33]2[n:34][c:35]([NH:36][C:37](=[O:38])[CH2:39][CH:40]3[CH2:41][CH2:42][O:43][CH2:44][CH2:45]3)[s:46][c:47]2[c:48]([CH:49]2[CH2:50][CH2:51][O:52][CH2:53][CH2:54]2)[cH:55][cH:56]1.[OH:19][CH:20]1[CH2:21][CH2:22][CH:23]([CH2:26][C:27](=[O:28])[OH:29])[CH2:24][CH2:25]1>>[CH3:1][O:2][c:3]1[cH:4][cH:5][c:6]([CH:13]2[CH2:14][CH2:15][O:16][CH2:17][CH2:18]2)[c:7]2[c:8]1[n:9][c:10]([NH:12][C:27]([CH2:26][CH:23]1[CH2:22][CH2:21][CH:20]([OH:19])[CH2:25][CH2:24]1)=[O:28])[s:11]2.